Task: describe an organic reaction: reactants, conditions, products, and yield. Dataset: the Open Reaction Database (ORD), a public repository of structured organic reaction records Starting materials: CCOC(=O)C1CN(Cc2ccccc2)CC1c1ccc(Cl)c(Cl)c1, CC#N, O=C(Cl)OCC(Cl)(Cl)Cl. The product is CCOC(=O)C1CNCC1c1ccc(Cl)c(Cl)c1. As a reaction SMILES: [CH2:1]([CH3:2])[O:3][C:4](=[O:5])[CH:6]1[CH2:7][N:8]([CH2:19][c:20]2[cH:21][cH:22][cH:23][cH:24][cH:25]2)[CH2:9][CH:10]1[c:11]1[cH:12][c:13]([Cl:18])[c:14]([Cl:17])[cH:15][cH:16]1.[CH3:35][C:36]#[N:37].[Cl:26][C:27]([O:28][CH2:29][C:30]([Cl:31])([Cl:32])[Cl:33])=[O:34]>>[CH2:1]([CH3:2])[O:3][C:4](=[O:5])[CH:6]1[CH2:7][NH:8][CH2:9][CH:10]1[c:11]1[cH:12][c:13]([Cl:18])[c:14]([Cl:17])[cH:15][cH:16]1. Reactants: CS(=O)(=O)Cl (Methane sulfonyl chloride), BrC1=CC(=C(N)C=C1)CC (4-bromo-2-ethylaniline), N1=CC=CC=C1 (pyridine). The solvent is ClCCl (dichloromethane). Reaction conditions: time 1 hour. The product is BrC1=CC(=C(C=C1)NS(=O)(=O)C)CC (N-(4-bromo-2-ethylphenyl)methanesulfonamide). As a reaction SMILES: [CH3:1][S:2](Cl)(=[O:4])=[O:3].[Br:6][C:7]1[CH:13]=[CH:12][C:10]([NH2:11])=[C:9]([CH2:14][CH3:15])[CH:8]=1.N1C=CC=CC=1>ClCCl>[Br:6][C:7]1[CH:13]=[CH:12][C:10]([NH:11][S:2]([CH3:1])(=[O:4])=[O:3])=[C:9]([CH2:14][CH3:15])[CH:8]=1. Procedure details: Methane sulfonyl chloride (1.93 ml, 0.025M) was added to a solution of 4-bromo-2-ethylaniline (5.0 g, 0.025M) and pyridine (2.02 ml, 0.025M) in dichloromethane (100 ml) at 0° C. The reaction mixture was stirred for 1 hr, after which time it was partitioned between dichloromethane (100 ml) and 1N hydrochloric acid (100 ml). The organics were separated and dried over magnesium sulfate, filtered and concentrated in vacuuo to afford the title compound as a clear oil (4.77 g).